Task: describe an organic reaction: reactants, conditions, products, and yield. Dataset: the Open Reaction Database (ORD), a public repository of structured organic reaction records Reactants: CC[O+](CC)CC, ClCCl, CC1(CC(N)=O)OCCc2c1[nH]c1ccccc21, F[B-](F)(F)F. Product: CCOC(=N)CC1(C)OCCc2c1[nH]c1ccccc21. As a reaction SMILES: [CH2:24]([CH3:25])[O+:26]([CH2:27][CH3:28])[CH2:29][CH3:30].[CH2:31]([Cl:32])[Cl:33].[CH3:1][C:2]1([CH2:15][C:16](=[O:17])[NH2:18])[O:3][CH2:4][CH2:5][c:6]2[c:7]1[nH:8][c:9]1[cH:10][cH:11][cH:12][cH:13][c:14]21.[F:19][B-:20]([F:21])([F:22])[F:23]>>[CH3:1][C:2]1([CH2:15][C:16]([O:17][CH2:24][CH3:25])=[NH:18])[O:3][CH2:4][CH2:5][c:6]2[c:7]1[nH:8][c:9]1[cH:10][cH:11][cH:12][cH:13][c:14]21. The reactants are ClC=1C=CC=2C(C3=CC=CC=C3NC2C1)=O (3-chloro-9(10H)-acridinone), C(C1=CC=CC=C1)Br (benzyl bromide), [H-].[Na+] (sodium hydride), CN(CCOC=1C=CC=2C(C3=CC=CC=C3N(C2C1)CC1=CC=CC=C1)=O)C (3-(2-dimethylaminoethoxy)-10-benzyl-9(10H)-acridinone), IV. The solvent is CN(C=O)C (dimethylformamide). Yields the product ClC=1C=CC=2C(C3=CC=CC=C3N(C2C1)CC1=CC=CC=C1)=O (3-chloro-10-benzyl-9(10H)-acridinone). As a reaction SMILES: CN(C)CCO[C:6]1[CH:7]=[CH:8][C:9]2[C:10](=[O:27])[C:11]3[C:16]([N:17]([CH2:20][C:21]4[CH:26]=[CH:25][CH:24]=[CH:23][CH:22]=4)[C:18]=2[CH:19]=1)=[CH:15][CH:14]=[CH:13][CH:12]=3.[Cl:29]C1C=CC2C(=O)C3C(NC=2C=1)=CC=CC=3.C(Br)C1C=CC=CC=1.[H-].[Na+]>CN(C)C=O>[Cl:29][C:6]1[CH:7]=[CH:8][C:9]2[C:10](=[O:27])[C:11]3[C:16]([N:17]([CH2:20][C:21]4[CH:26]=[CH:25][CH:24]=[CH:23][CH:22]=4)[C:18]=2[CH:19]=1)=[CH:15][CH:14]=[CH:13][CH:12]=3 |f:3.4|. Reported procedure: 3-(2-dimethylaminoethoxy)-10-benzyl-9(10H)-acridinone [IV; R' is C6H5CH2, R" is H, --O--Y--N=Z is 3--O--CH2CH2N(CH3)2 ], m.p. 134°-136° C. (light yellow powder). The intermediate 3-chloro-10-benzyl-9(10H)-acridinone, m.p. 186°-190° C. (yellow crystals) was prepared from 3-chloro-9(10H)-acridinone and benzyl bromide with sodium hydride in dimethylformamide. Reactants: CC(=O)Nc1ccc2c(c1)CC(=O)N2, C1CCOC1, COCCOc1cc2ncnc(Cl)c2cc1OC, [Na], CN(C)C=O. The product is COCCOc1cc2ncnc(C3C(=O)Nc4ccc(NC(C)=O)cc43)c2cc1OC, Cl. Reaction SMILES: [C:1]([CH3:2])(=[O:3])[NH:4][c:5]1[cH:6][c:7]2[c:11]([cH:12][cH:13]1)[NH:10][C:9](=[O:14])[CH2:8]2.[CH2:16]1[O:17][CH2:18][CH2:19][CH2:20]1.[Cl:21][c:22]1[n:23][cH:24][n:25][c:26]2[cH:27][c:28]([O:34][CH2:35][CH2:36][O:37][CH3:38])[c:29]([O:32][CH3:33])[cH:30][c:31]12.[Na:15].[O:39]=[CH:40][N:41]([CH3:42])[CH3:43]>>[C:1]([CH3:2])(=[O:3])[NH:4][c:5]1[cH:6][c:7]2[c:11]([cH:12][cH:13]1)[NH:10][C:9](=[O:14])[CH:8]2[c:22]1[n:23][cH:24][n:25][c:26]2[cH:27][c:28]([O:34][CH2:35][CH2:36][O:37][CH3:38])[c:29]([O:32][CH3:33])[cH:30][c:31]12.[ClH:21]. Starting materials: BrN1C(CCC1=O)=O (N-bromosuccinimide), [N+](=O)([O-])C1=C(C=CC=C1)N1CCCC2=CC=CC=C12 (1-(2-nitrophenyl)-1,2,3,4-tetrahydroquinoline), [OH-].[Na+] (sodium hydroxide). Solvent: CN(C=O)C (dimethylformamide), CN(C=O)C (dimethylformamide). The product is BrC=1C=C2CCCN(C2=CC1)C1=C(C=CC=C1)[N+](=O)[O-] (6-Bromo-1-(2-nitrophenyl)-1,2,3,4-tetrahydroquinoline). Yield: 82.7%. RXN SMILES: [N+:1]([C:4]1[CH:9]=[CH:8][CH:7]=[CH:6][C:5]=1[N:10]1[C:19]2[C:14](=[CH:15][CH:16]=[CH:17][CH:18]=2)[CH2:13][CH2:12][CH2:11]1)([O-:3])=[O:2].[Br:20]N1C(=O)CCC1=O.[OH-].[Na+]>CN(C)C=O>[Br:20][C:16]1[CH:15]=[C:14]2[C:19](=[CH:18][CH:17]=1)[N:10]([C:5]1[CH:6]=[CH:7][CH:8]=[CH:9][C:4]=1[N+:1]([O-:3])=[O:2])[CH2:11][CH2:12][CH2:13]2 |f:2.3|. Reported procedure: A stirred solution, under nitrogen, of 1-(2-nitrophenyl)-1,2,3,4-tetrahydroquinoline (76.3 g, 0.30 mole) in dimethylformamide (1000 ml) was cooled to -10° C. A solution of of N-bromosuccinimide(58.7 g, 0.33 mole) in dimethylformamide (250 ml) was added dropwise at such a rate as to keep the reaction temperature below 0° C. (1.5 hours). Half-an hour after the addition was completed, the reaction mixture was poured into 7 liters of 2N-sodium hydroxide solution/ice, with stirring. The product separ... Reactants: ClC1=CC=C2C(=CNC2=C1Cl)C1CCNCC1 (6,7-dichloro-3-(piperidin-4-yl)-1H-indole), ClCCCOC=1C=2C=CNC2C=CC1 (1-chloro-3-(1H-indole-4-oxy)propane), C([O-])([O-])=O.[K+].[K+] (potassium carbonate). Product: ClC1=CC=C2C(=CNC2=C1Cl)C1CCN(CC1)CCCOC1=C2C=CNC2=CC=C1 (3-[4-(6,7-dichloro-3-indolyl)piperidin-1-yl]-1-(4-indolyloxy)propane). RXN SMILES: [Cl:1][C:2]1[C:10]([Cl:11])=[C:9]2[C:5]([C:6]([CH:12]3[CH2:17][CH2:16][NH:15][CH2:14][CH2:13]3)=[CH:7][NH:8]2)=[CH:4][CH:3]=1.Cl[CH2:19][CH2:20][CH2:21][O:22][C:23]1[C:24]2[CH:25]=[CH:26][NH:27][C:28]=2[CH:29]=[CH:30][CH:31]=1.C(=O)([O-])[O-].[K+].[K+]>>[Cl:1][C:2]1[C:10]([Cl:11])=[C:9]2[C:5]([C:6]([CH:12]3[CH2:17][CH2:16][N:15]([CH2:19][CH2:20][CH2:21][O:22][C:23]4[CH:31]=[CH:30][CH:29]=[C:28]5[C:24]=4[CH:25]=[CH:26][NH:27]5)[CH2:14][CH2:13]3)=[CH:7][NH:8]2)=[CH:4][CH:3]=1 |f:2.3.4|. Procedure: The title compound was prepared in a fashion similar to that described in Example 192 from 6,7-dichloro-3-(piperidin-4-yl)-1H-indole (0.80 g, 3.0 mmol), 1-chloro-3-(1H-indole-4-oxy)propane (0.64 g, 3.1 mmol) and potassium carbonate (0.83 g, 6.0 mmol). The product was isolated as a tan foam. Yield 278 mg, 21%. mp 160°-165° C. FDMS m/e=441 (M+ of free base). The reactants are COc1cc(C)c(C(O)c2c(C(F)(F)F)cc(Cl)nc2Cl)c(OC)c1OC, Cc1ccccc1. Yields the product COc1cc(C)c(C(=O)c2c(C(F)(F)F)cc(Cl)nc2Cl)c(OC)c1OC. RXN SMILES: [CH3:1][O:2][c:3]1[c:4]([CH:14]([OH:15])[c:16]2[c:17]([Cl:27])[n:18][c:19]([Cl:26])[cH:20][c:21]2[C:22]([F:23])([F:24])[F:25])[c:5]([CH3:13])[cH:6][c:7]([O:11][CH3:12])[c:8]1[O:9][CH3:10].[CH3:28][c:29]1[cH:30][cH:31][cH:32][cH:33][cH:34]1>>[CH3:1][O:2][c:3]1[c:4]([C:14](=[O:15])[c:16]2[c:17]([Cl:27])[n:18][c:19]([Cl:26])[cH:20][c:21]2[C:22]([F:23])([F:24])[F:25])[c:5]([CH3:13])[cH:6][c:7]([O:11][CH3:12])[c:8]1[O:9][CH3:10]. Starting materials: S1C=CC=C1 (thiophene), O=C1C(CN(CC1)C(=O)OCC)OCC1=CC=CC=C1 (ethyl 4-oxo-3-(phenylmethoxy)-1-piperidinecarboxylate), C1(=CC=CC=C1)CN (benzenemethanamine), [H][H] (hydrogen). The reagents and catalysts are [Pd] (palladium-on-charcoal). Run in CO (methanol), C(C)O (ethanol). The product is C1(=CC=CC=C1)CO[C@@H]1CN(CC[C@@H]1NCC1=CC=CC=C1)C(=O)OCC (ethyl cis-3-(phenylmethoxy)-4-[(phenylmethyl)amino]-1-piperidinecarboxylate), intermediate 48. Reaction SMILES: S1C=CC=C1.O=[C:7]1[CH2:12][CH2:11][N:10]([C:13]([O:15][CH2:16][CH3:17])=[O:14])[CH2:9][CH:8]1[O:18][CH2:19][C:20]1[CH:25]=[CH:24][CH:23]=[CH:22][CH:21]=1.[C:26]1([CH2:32][NH2:33])[CH:31]=[CH:30][CH:29]=[CH:28][CH:27]=1.[H][H]>[Pd].CO.C(O)C>[C:20]1([CH2:19][O:18][C@H:8]2[C@@H:7]([NH:33][CH2:32][C:26]3[CH:31]=[CH:30][CH:29]=[CH:28][CH:27]=3)[CH2:12][CH2:11][N:10]([C:13]([O:15][CH2:16][CH3:17])=[O:14])[CH2:9]2)[CH:25]=[CH:24][CH:23]=[CH:22][CH:21]=1. Procedure details: To 5 parts of a solution of 2 parts of thiophene in 40 parts of ethanol, were added 135 parts of ethyl 4-oxo-3-(phenylmethoxy)-1-piperidinecarboxylate, 55 parts of benzenemethanamine and 400 parts of methanol. The whole was hydrogenated at normal pressure and at 50° C. with 8 parts of palladium-on-charcoal catalyst 10%. After the calculated amount of hydrogen was taken up, the catalyst was filterd off and the filtrate was evaporated, yielding 170 parts of ethyl cis-3-(phenylmethoxy)-4-[(phenylme... Starting materials: BrCc1ccccc1, CC(C)(C)OC(=O)N1CCC(n2ncc3c(Nc4ccc(S(C)(=O)=O)cc4F)ncnc32)CC1, ClCCl, O=C(O)C(F)(F)F. The product is CS(=O)(=O)c1ccc(Nc2ncnc3c2cnn3C2CCN(Cc3ccccc3)CC2)c(F)c1. Reaction SMILES: [Br:42][CH2:43][c:44]1[cH:45][cH:46][cH:47][cH:48][cH:49]1.[C:1]([O:2][C:3](=[O:4])[N:8]1[CH2:9][CH2:10][CH:11]([n:14]2[n:15][cH:16][c:17]3[c:18]2[n:19][cH:20][n:21][c:22]3[NH:23][c:24]2[c:25]([F:34])[cH:26][c:27]([S:30](=[O:31])(=[O:32])[CH3:33])[cH:28][cH:29]2)[CH2:12][CH2:13]1)([CH3:5])([CH3:6])[CH3:7].[Cl:50][CH2:51][Cl:52].[OH:35][C:36]([C:37]([F:38])([F:39])[F:40])=[O:41]>>[N:8]1([CH2:43][c:44]2[cH:45][cH:46][cH:47][cH:48][cH:49]2)[CH2:9][CH2:10][CH:11]([n:14]2[n:15][cH:16][c:17]3[c:18]2[n:19][cH:20][n:21][c:22]3[NH:23][c:24]2[c:25]([F:34])[cH:26][c:27]([S:30](=[O:31])(=[O:32])[CH3:33])[cH:28][cH:29]2)[CH2:12][CH2:13]1. The reactants are [N+](=O)([O-])C=1C=C(C(=O)C=2C=C(N3C=CC=CC23)CCCC(=O)OCC)C=CC1 (ethyl 4-[1-(3-nitrobenzoyl)-indolizin-3-yl]butyrate), [H][H] (hydrogen). Reagents/catalysts: [Pd] (palladium on carbon). Run in O1C(COCC1)CCO (dioxane-ethanol). Product: NC=1C=C(C(=O)C=2C=C(N3C=CC=CC23)CCCC(=O)OCC)C=CC1 (ethyl 4-[1-(3-aminobenzoyl)indolizin-3-yl]butyrate). Yield: 100.8%. As a reaction SMILES: [N+:1]([C:4]1[CH:5]=[C:6]([CH:26]=[CH:27][CH:28]=1)[C:7]([C:9]1[CH:10]=[C:11]([CH2:18][CH2:19][CH2:20][C:21]([O:23][CH2:24][CH3:25])=[O:22])[N:12]2[C:17]=1[CH:16]=[CH:15][CH:14]=[CH:13]2)=[O:8])([O-])=O.[H][H]>O1CCOCC1CCO.[Pd]>[NH2:1][C:4]1[CH:5]=[C:6]([CH:26]=[CH:27][CH:28]=1)[C:7]([C:9]1[CH:10]=[C:11]([CH2:18][CH2:19][CH2:20][C:21]([O:23][CH2:24][CH3:25])=[O:22])[N:12]2[C:17]=1[CH:16]=[CH:15][CH:14]=[CH:13]2)=[O:8]. Procedure: To a solution of ethyl 4-[1-(3-nitrobenzoyl)-indolizin-3-yl]butyrate (350 mg) in dioxane-ethanol (1:1; ml) was added 10% palladium on carbon (210 mg) and hydrogenated under 4 atm of hydrogen for 4 hours, and then filtered through a celite. Removal of the solvent gave ethyl 4-[1-(3-aminobenzoyl)indolizin-3-yl]butyrate (325 mg). Starting materials: CO, Cl, COC(=O)CSc1nc(N)c2nc(O)n(Cc3ccccc3)c2n1, [Na+], [OH-]. The product is Nc1nc(SCC(=O)O)nc2c1nc(O)n2Cc1ccccc1. As a reaction SMILES: [CH3:28][OH:29].[ClH:27].[NH2:3][c:4]1[c:5]2[n:6][c:7]([OH:26])[n:8]([CH2:19][c:20]3[cH:21][cH:22][cH:23][cH:24][cH:25]3)[c:9]2[n:10][c:11]([S:13][CH2:14][C:15](=[O:16])[O:17][CH3:18])[n:12]1.[Na+:2].[OH-:1]>>[NH2:3][c:4]1[c:5]2[n:6][c:7]([OH:26])[n:8]([CH2:19][c:20]3[cH:21][cH:22][cH:23][cH:24][cH:25]3)[c:9]2[n:10][c:11]([S:13][CH2:14][C:15](=[O:16])[OH:17])[n:12]1.